Dataset: the Open Reaction Database (ORD), a public repository of structured organic reaction records. Task: describe an organic reaction: reactants, conditions, products, and yield The reactants are C(#N)[BH3-].[Na+] (sodium cyanoborohydride), C(#N)[BH3-].[Na+] (sodium cyanoborohydride), CC1(CC(C2=C(O1)C=CS2)=O)C (5,6-dihydro-5,5-dimethylthieno[3,2-b]pyran-7-one), N1CCCC1 (pyrrolidine), C(#N)[BH3-].[Na+] (sodium cyanoborohydride), Cl (hydrochloric acid). The solvent is O (water), CO (methanol). Conditions: time 1 day. Product: CC1(CC(C2=C(O1)C=CS2)N2CCCC2)C (5,6-Dihydro-5,5-dimethyl-7-(pyrrolidin-1-yl)-7H-thieno [3,2-b]-pyran). The yield is 54.0%. Reaction SMILES: [CH3:1][C:2]1([CH3:12])[O:7][C:6]2[CH:8]=[CH:9][S:10][C:5]=2[C:4](=O)[CH2:3]1.[NH:13]1[CH2:17][CH2:16][CH2:15][CH2:14]1.C([BH3-])#N.[Na+].Cl>CO.O>[CH3:1][C:2]1([CH3:12])[O:7][C:6]2[CH:8]=[CH:9][S:10][C:5]=2[CH:4]([N:13]2[CH2:17][CH2:16][CH2:15][CH2:14]2)[CH2:3]1 |f:2.3|. Procedure: A solution of 5,6-dihydro-5,5-dimethylthieno[3,2-b]pyran-7-one (1.0 g, 5,5 mmol), pyrrolidine (2.3ml, 27.4(mmol) sodium cyanoborohydride (0.345 g, 5.5 mmol) and 1N aqueous hydrochloric acid (5.5ml, 5.5 mmol) in methanol (15ml) was stirred at rt for 1 day. Additional sodium cyanoborohydride (0.345 g, 5.5 mmol) was added and the solution was stirred an additional 1 day; additional sodium cyanoborohydride (1.0 g, 15.9 mmol) was added again and the mixture stirred 5 additional days. The mixture was ... Reactants: C(CC(O)(C(=O)O)CC(=O)O)(=O)O (citric acid), NS(=O)(=O)C1=C(C=CC=C1)NC(=O)C1=C(C2=CC=CC=C2C(C1=O)(CCC)CCC)O (N-[2-(aminosulfonyl)phenyl]-1-hydroxy-3-oxo-4,4-dipropyl-3,4-dihydro-2-naphthalenecarboxamide), C(C)(=O)OCC (ethyl acetate). The solvent is [OH-].[K+] (potassium hydroxide). Run at temperature 130 celsius, time 30 hour. Yields the product O=S1(N=C(NC2=C1C=CC=C2)C=2C(C(C1=CC=CC=C1C2O)(CCC)CCC)=O)=O (3-(1,1-dioxido-4H-1,2,4-benzothiadiazin-3-yl)-4-hydroxy-1,1-dipropyl-2(1 H)-naphthalenone). Yield: 57.5%. RXN SMILES: [NH2:1][S:2]([C:5]1[CH:10]=[CH:9][CH:8]=[CH:7][C:6]=1[NH:11][C:12]([C:14]1[C:23](=[O:24])[C:22]([CH2:28][CH2:29][CH3:30])([CH2:25][CH2:26][CH3:27])[C:21]2[C:16](=[CH:17][CH:18]=[CH:19][CH:20]=2)[C:15]=1[OH:31])=O)(=[O:4])=[O:3].C(O)(=O)CC(CC(O)=O)(C(O)=O)O.C(OCC)(=O)C>[OH-].[K+]>[O:4]=[S:2]1(=[O:3])[C:5]2[CH:10]=[CH:9][CH:8]=[CH:7][C:6]=2[NH:11][C:12]([C:14]2[C:23](=[O:24])[C:22]([CH2:28][CH2:29][CH3:30])([CH2:25][CH2:26][CH3:27])[C:21]3[C:16]([C:15]=2[OH:31])=[CH:17][CH:18]=[CH:19][CH:20]=3)=[N:1]1 |f:3.4|. Procedure details: A suspension of the product of Example 1G (150 mg, 0.34 mmol) in 10% potassium hydroxide solution (9 mL) was stirred at 130° C. for 30 hours, cooled to 25° C., acidified to pH 3 by addition of 1 M citric acid, stirred with ethyl acetate, and filtered through Celite®. The organic layer from the filtrate was washed with saturated sodium chloride solution, dried (Na2SO4), filtered and concentrated in vacuo. The residue was recrystallized from ether-hexane solution to afford the title compound (83 m...